From a dataset of the Open Reaction Database (ORD), a public repository of structured organic reaction records. describe an organic reaction: reactants, conditions, products, and yield Reactants: COC=1C=CC(=CC1)C=O (Anisaldehyde), C(C)(=O)NCC(=O)O (N-acetylglycine), C(C)(=O)[O-].[Na+] (sodium acetate). Solvent: C(C)(=O)OC(C)=O (acetic anhydride). Conditions: temperature 100 celsius. Yields the product COC1=C(C=C2N=C(OC2=O)C)C=CC=C1 (4-(2′-methoxybenzylidene)-2-methyl-4H-oxazol-5-one). The yield is 52.8%. Reaction SMILES: [CH3:1][O:2][C:3]1[CH:4]=[CH:5][C:6](C=O)=[CH:7][CH:8]=1.[C:11]([NH:14][CH2:15][C:16]([OH:18])=[O:17])(=O)[CH3:12].[C:19]([O-])(=O)C.[Na+]>C(OC(=O)C)(=O)C>[CH3:1][O:2][C:3]1[CH:8]=[CH:7][CH:6]=[CH:5][C:4]=1[CH:19]=[C:15]1[C:16](=[O:17])[O:18][C:11]([CH3:12])=[N:14]1 |f:2.3|. Reported procedure: Anisaldehyde (11.3 g), N-acetylglycine (9.8 g) and sodium acetate (8.2 g) were dissolved in acetic anhydride (200 ml) and the mixture was heated at 100° C. for 10 hr. After cooling, the precipitated yellow crystals were collected by filtration to give the title compound (9.52 g), melting point 151–153° C. Starting materials: BrC1=CN=CC=2[C@@H](CCCC12)N ((+)-(R)-4-bromo-5,6,7,8-tetrahydroisoquinolin-8-amine), CN1C(CCC2=CC(=CC=C12)B1OC(C(O1)(C)C)(C)C)=O (1-methyl-6-(4,4,5,5-tetramethyl-[1,3,2]dioxaborolan-2-yl)-3,4-dihydro-1H-quinolin-2-one). The product is N[C@@H]1CCCC=2C(=CN=CC12)C=1C=C2CCC(N(C2=CC1)C)=O ((R)-6-(8-amino-5,6,7,8-tetrahydroisoquinolin-4-yl)-1-methyl-3,4-dihydroquinolin-2(1H)-one). Reaction SMILES: Br[C:2]1[C:11]2[CH2:10][CH2:9][CH2:8][C@@H:7]([NH2:12])[C:6]=2[CH:5]=[N:4][CH:3]=1.[CH3:13][N:14]1[C:23]2[C:18](=[CH:19][C:20](B3OC(C)(C)C(C)(C)O3)=[CH:21][CH:22]=2)[CH2:17][CH2:16][C:15]1=[O:33]>>[NH2:12][C@H:7]1[C:6]2[CH:5]=[N:4][CH:3]=[C:2]([C:20]3[CH:19]=[C:18]4[C:23](=[CH:22][CH:21]=3)[N:14]([CH3:13])[C:15](=[O:33])[CH2:16][CH2:17]4)[C:11]=2[CH2:10][CH2:9][CH2:8]1. Procedure: In analogy to the procedures described for the preparation of intermediate A-2 [E] and for the preparation of intermediate B-1, Suzuki reaction of (+)-(R)-4-bromo-5,6,7,8-tetrahydroisoquinolin-8-amine (intermediate B-3b) with 1-methyl-6-(4,4,5,5-tetramethyl-[1,3,2]dioxaborolan-2-yl)-3,4-dihydro-1H-quinolin-2-one (intermediate A-1) gave (R)-6-(8-amino-5,6,7,8-tetrahydroisoquinolin-4-yl)-1-methyl-3,4-dihydroquinolin-2(1H)-one and after subsequent reaction with propionyl chloride the title compound... Starting materials: N1CC(C2=CC=CC=C12)=O (indol-3(2H)-one), C1(CC1)N (cyclopropylamine), amine. The reagents and catalysts are [Ti](Cl)(Cl)(Cl)Cl (Titanium tetrachloride). Run in C1(=CC=CC=C1)C (toluene), C1(=CC=CC=C1)C (toluene). Conditions: temperature -10 celsius, time 8 hour. Yields the product N1C=CC2=CC=CC(=C12)O (indol-7-ol), solid. RXN SMILES: [NH:1]1[C:9]2[C:4](=[CH:5]C=CC=2)[C:3](=[O:10])[CH2:2]1.[CH:11]1(N)[CH2:13][CH2:12]1>C1(C)C=CC=CC=1.[Ti](Cl)(Cl)(Cl)Cl>[NH:1]1[C:2]2[C:13](=[CH:12][CH:5]=[CH:4][C:3]=2[OH:10])[CH:11]=[CH:9]1. Procedure: 7-Chloroacetyloxy-1,4-dihydro-4-methylcyclopent b!indol-3(2H)-one (15.0 g) and cyclopropylamine (9.6 g) were dissolved in 300 ml toluene and cooled to -10° C. Titanium tetrachloride (6.3 g) dissolved in 50 ml toluene was added slowly to the first solution. The reaction mixture was allowed to come up to room temperature and stirred overnight. The next day another 1.5 equivalents of the amine (4.6 g) was added to the reaction mixture and the mixture was stirred for one hour. The reaction mixture w... Reactants: O=C([O-])[O-], COC(=O)c1ccc(F)c([N+](=O)[O-])c1, [K+], [K+], CC(C)(C)OC(=O)N1CCNCC1, C1CCOC1, O. The product is COC(=O)c1ccc(N2CCN(C(=O)OC(C)(C)C)CC2)c([N+](=O)[O-])c1. RXN SMILES: [C:28](=[O:29])([O-:30])[O-:31].[F:1][c:2]1[c:3]([N+:12](=[O:13])[O-:14])[cH:4][c:5]([C:6](=[O:7])[O:8][CH3:9])[cH:10][cH:11]1.[K+:32].[K+:33].[N:15]1([C:21](=[O:22])[O:23][C:24]([CH3:25])([CH3:26])[CH3:27])[CH2:16][CH2:17][NH:18][CH2:19][CH2:20]1.[O:35]1[CH2:36][CH2:37][CH2:38][CH2:39]1.[OH2:34]>>[c:2]1([N:18]2[CH2:17][CH2:16][N:15]([C:21](=[O:22])[O:23][C:24]([CH3:25])([CH3:26])[CH3:27])[CH2:20][CH2:19]2)[c:3]([N+:12](=[O:13])[O-:14])[cH:4][c:5]([C:6](=[O:7])[O:8][CH3:9])[cH:10][cH:11]1. Reactants: COC(=O)C1=CC2=C(N(C(=N2)NC=2SC3=C(N2)C=CC(=C3)OC(F)(F)F)C)C=C1N(CC)CC (6-diethylamino-1-methyl-2-(6-trifluoromethoxy-benzothiazol-2-ylamino)-1H-benzoimidazole-5-carboxylic acid methyl ester), [OH-].[Li+] (lithium hydroxide). Product: C(C)N(C=1C(=CC2=C(N(C(=N2)NC=2SC3=C(N2)C=CC(=C3)OC(F)(F)F)C)C1)C(=O)O)CC (6-Diethylamino-1-methyl-2-(6-trifluoromethoxy-benzothiazol-2-ylamino)-1H-benzoimidazole-5-carboxylic acid). The yield is 60.0%. RXN SMILES: C[O:2][C:3]([C:5]1[C:29]([N:30]([CH2:33][CH3:34])[CH2:31][CH3:32])=[CH:28][C:8]2[N:9]([CH3:27])[C:10]([NH:12][C:13]3[S:14][C:15]4[CH:21]=[C:20]([O:22][C:23]([F:26])([F:25])[F:24])[CH:19]=[CH:18][C:16]=4[N:17]=3)=[N:11][C:7]=2[CH:6]=1)=[O:4].[OH-].[Li+]>>[CH2:33]([N:30]([CH2:31][CH3:32])[C:29]1[C:5]([C:3]([OH:4])=[O:2])=[CH:6][C:7]2[N:11]=[C:10]([NH:12][C:13]3[S:14][C:15]4[CH:21]=[C:20]([O:22][C:23]([F:25])([F:26])[F:24])[CH:19]=[CH:18][C:16]=4[N:17]=3)[N:9]([CH3:27])[C:8]=2[CH:28]=1)[CH3:34] |f:1.2|. Procedure: 6-Diethylamino-1-methyl-2-(6-trifluoromethoxy-benzothiazol-2-ylamino)-1H-benzoimidazole-5-carboxylic acid (175 mg) was prepared by following General Procedure E starting from 6-diethylamino-1-methyl-2-(6-trifluoromethoxy-benzothiazol-2-ylamino)-1H-benzoimidazole-5-carboxylic acid methyl ester (300 mg) and lithium hydroxide (102 mg). LC/MS: m/z 480.9. 1H NMR (DMSO-d6, 400 MHz): δ 12.45 (bs, 1H), 8.25 (bs, 1H), 7.96 (s, 1H), 7.85 (s, 1H), 7.80-7.62 (m, 1H), 7.38 (d, 1H), 3.68 (s, 3H), 3.41-3.25 (m...